This data is from the Open Reaction Database (ORD), a public repository of structured organic reaction records. The task is: describe an organic reaction: reactants, conditions, products, and yield The reactants are BrCCBr, O=CCN(CCCCCCOCCCCc1ccccc1)C(=O)OCc1ccccc1, C1CCOC1, CC1(C)OCc2cc(Br)ccc2O1, CCOC(C)=O, [Cl-], [NH4+]. Yields the product CC1(C)OCc2cc(C(O)CN(CCCCCCOCCCCc3ccccc3)C(=O)OCc3ccccc3)ccc2O1. As a reaction SMILES: [Br:14][CH2:15][CH2:16][Br:17].[CH2:18]([c:19]1[cH:20][cH:21][cH:22][cH:23][cH:24]1)[O:25][C:26](=[O:27])[N:28]([CH2:29][CH:30]=[O:31])[CH2:32][CH2:33][CH2:34][CH2:35][CH2:36][CH2:37][O:38][CH2:39][CH2:40][CH2:41][CH2:42][c:43]1[cH:44][cH:45][cH:46][cH:47][cH:48]1.[CH2:51]1[O:52][CH2:53][CH2:54][CH2:55]1.[CH3:1][C:2]1([CH3:13])[O:3][c:4]2[c:5]([cH:8][c:9]([Br:12])[cH:10][cH:11]2)[CH2:6][O:7]1.[CH3:56][CH2:57][O:58][C:59]([CH3:60])=[O:61].[Cl-:49].[NH4+:50]>>[CH3:1][C:2]1([CH3:13])[O:3][c:4]2[c:5]([cH:8][c:9]([CH:30]([CH2:29][N:28]([C:26]([O:25][CH2:18][c:19]3[cH:20][cH:21][cH:22][cH:23][cH:24]3)=[O:27])[CH2:32][CH2:33][CH2:34][CH2:35][CH2:36][CH2:37][O:38][CH2:39][CH2:40][CH2:41][CH2:42][c:43]3[cH:44][cH:45][cH:46][cH:47][cH:48]3)[OH:31])[cH:10][cH:11]2)[CH2:6][O:7]1. The reactants are C(C)(=O)NC1=CC=C(CC2C=3C=CC=CC3C=3NC(C=4N(C32)C=CN4)=O)C=C1 (10-(4-acetylamino-benzyl)-5H,10H-imidazo[1,2-a]indeno[1,2-e]pyrazin-4-one), [OH-].[Na+] (sodium hydroxide), O (water). The solvent is C(C)(=O)O (acetic acid). Run at temperature 98 celsius. The product is NC1=CC=C(CC2C=3C=CC=CC3C=3NC(C=4N(C32)C=CN4)=O)C=C1 (10-(4-aminobenzyl)-5H,10H-imidazo-[1,2-a]indeno[1,2-e]pyrazin-4-one). Isolated yield 101.5%. As a reaction SMILES: C([NH:4][C:5]1[CH:28]=[CH:27][C:8]([CH2:9][CH:10]2[C:22]3[N:21]4[CH:23]=[CH:24][N:25]=[C:20]4[C:19](=[O:26])[NH:18][C:17]=3[C:16]3[CH:15]=[CH:14][CH:13]=[CH:12][C:11]2=3)=[CH:7][CH:6]=1)(=O)C.[OH-].[Na+].O>C(O)(=O)C>[NH2:4][C:5]1[CH:6]=[CH:7][C:8]([CH2:9][CH:10]2[C:22]3[N:21]4[CH:23]=[CH:24][N:25]=[C:20]4[C:19](=[O:26])[NH:18][C:17]=3[C:16]3[CH:15]=[CH:14][CH:13]=[CH:12][C:11]2=3)=[CH:27][CH:28]=1 |f:1.2|. Procedure details: A mixture of 0.1 g of 10-(4-acetylamino-benzyl)-5H,10H-imidazo[1,2-a]indeno[1,2-e]pyrazin-4-one, 5 ml of 1N sodium hydroxide and 5 ml of water is heated at 98° C. for 16 hours. After cooling to a temperature in the region of 20° C., the reaction mixture is acidified with 1 ml of acetic acid, filtered and the precipitate formed is washed with 1 ml of methanol and air-dried. 90 mg of 10-(4-aminobenzyl)-5H,10H-imidazo-[1,2-a]indeno[1,2-e]pyrazin-4-one are obtained in the form of a yellow solid melt... Reactants: FC(CCC(=O)Cl)(F)F (4,4,4-trifluorobutyryl chloride), C(CCC)[Li] (n-butyllithium), C[C@H]1NC(O[C@H]1C1=CC=CC=C1)=O ((4R,5S)-(+)-4-methyl-5-phenyl-2-oxazolidinone). The solvent is CCCCCC (hexane), O1CCCC1 (tetrahydrofuran). Run at time 15 minute. The product is C[C@H]1N(C(O[C@H]1C1=CC=CC=C1)=O)C(CCC(F)(F)F)=O ((4R,5S)-4-methyl-3-(4,4,4-trifluorobutyryl)-5-phenyl-2-oxazolidinone). The yield is 86.5%. RXN SMILES: C([Li])CCC.[CH3:6][C@@H:7]1[C@H:11]([C:12]2[CH:17]=[CH:16][CH:15]=[CH:14][CH:13]=2)[O:10][C:9](=[O:18])[NH:8]1.[F:19][C:20]([F:27])([F:26])[CH2:21][CH2:22][C:23](Cl)=[O:24]>CCCCCC.O1CCCC1>[CH3:6][C@@H:7]1[C@H:11]([C:12]2[CH:17]=[CH:16][CH:15]=[CH:14][CH:13]=2)[O:10][C:9](=[O:18])[N:8]1[C:23](=[O:24])[CH2:22][CH2:21][C:20]([F:27])([F:26])[F:19]. Procedure details: A solution of n-butyllithium (2.0 mole) in hexane was added to a stirred solution of (4R,5S)-(+)-4-methyl-5-phenyl-2-oxazolidinone (353 g) in dry tetrahydrofuran (2500 ml) at -78° C. under an inert atmosphere. The solution was stirred at -70° c. for 15 min, then 4,4,4-trifluorobutyryl chloride (320 g) was added over 30 min at -60° C. and the mixture warmed to room temperature and stirred overnight. The mixture was evaporated and the residue was partitioned between diethyl ether and water. The et... Reactants: C1(=CC(=CC=C1)C1=C(N=CO1)C(=O)O)C (5-(m-tolyl)oxazole-4-carboxylic acid), C=1C=CC2=C(C1)N=NN2O (HOBT), C(CCl)Cl (EDC), CCN(C(C)C)C(C)C (DIPEA), N1N=CC(=C1)N (1H-pyrazol-4-amine). Run in C(Cl)Cl (DCM), O (water), C(Cl)Cl (DCM). Run at time 10 minute. Yields the product N1N=CC(=C1)NC(=O)C=1N=COC1C=1C=C(C=CC1)C (N-(1H-Pyrazol-4-yl)-5-(m-tolyl)oxazole-4-carboxamide). As a reaction SMILES: [C:1]1([CH3:15])[CH:6]=[CH:5][CH:4]=[C:3]([C:7]2[O:11][CH:10]=[N:9][C:8]=2[C:12]([OH:14])=O)[CH:2]=1.C1C=C[C:19]2[N:24](O)[N:23]=[N:22][C:20]=2[CH:21]=1.C(Cl)CCl.N1C=C(N)C=N1.CCN(C(C)C)C(C)C>C(Cl)Cl.O>[NH:23]1[CH:21]=[C:20]([NH:22][C:12]([C:8]2[N:9]=[CH:10][O:11][C:7]=2[C:3]2[CH:2]=[C:1]([CH3:15])[CH:6]=[CH:5][CH:4]=2)=[O:14])[CH:19]=[N:24]1. Procedure: To a solution of 5-(m-tolyl)oxazole-4-carboxylic acid (11.18 g) in DCM (65 mL), HOBT (11.15 g, 0.083 mol) and EDC (15.8 g, 0.083 mol) was added at 0° C. This suspension was stirred at this temperature for 10 min, then it was added to a suspension was of 1H-pyrazol-4-amine (5.48 g) and DIPEA (17.65 mL) in DCM (50 mL). The resulting mixture was allowed to warm to rt and was stirred at rt for 18 h. Percipitation of the desired compound was obtained by the addition of water. The solid was filtered a... Reactants: ClC1=CC=C(C=C1)SC(CN1C=NC=C1)SC1=CC=C(C=C1)Cl (1-[2,2-bis(4-chlorophenylthio)ethyl]-1H -imidazole), ClC1=CC=C(CSC(CN2C=NC=C2)SCC2=CC=C(C=C2)Cl)C=C1 (1-[2,2-bis(4-chlorobenzylthio)ethyl]-1H-imidazole). Product: Cl.ClC1=CC=C(CSC(CN2C=NC=C2)SC2=CC=C(C=C2)Cl)C=C1 (1-[2-(4-Chlorobenzylthio)-2-(4-chlorophenylthio)ethyl]-1H-imidazole Hydrochloride). Yield: 55.0%. As a reaction SMILES: [Cl:1]C1C=CC(SC(SC2C=CC(Cl)=CC=2)CN2C=CN=C2)=CC=1.Cl[C:25]1[CH:48]=[CH:47][C:28]([CH2:29][S:30][CH:31]([S:38][CH2:39][C:40]2[CH:45]=[CH:44][C:43]([Cl:46])=[CH:42][CH:41]=2)[CH2:32][N:33]2[CH:37]=[CH:36][N:35]=[CH:34]2)=C[CH:26]=1>>[ClH:1].[Cl:46][C:43]1[CH:42]=[CH:41][C:40]([CH2:39][S:38][CH:31]([S:30][C:29]2[CH:26]=[CH:25][C:48]([Cl:1])=[CH:47][CH:28]=2)[CH2:32][N:33]2[CH:37]=[CH:36][N:35]=[CH:34]2)=[CH:45][CH:44]=1 |f:2.3|. Procedure: The results of gas-liquid chromatography from a similar experiment showed the crude mixture of free bases to consist of: 3% of 1-[2,2-bis(4-chlorophenylthio)ethyl]-1H -imidazole, 55% of the title compound and 22% of 1-[2,2-bis(4-chlorobenzylthio)ethyl]-1H-imidazole. Starting materials: C(Cl)(Cl)Cl (chloroform), C(N)(OCC1C2=C(C=C(C=C2N2CC3NC3C1(O2)O)C(OC)OC)O)=O (6,9-Dihydroxy-4-dimethoxymethyl-14-oxa-1,11-diazatetracyclo[7.4.1.02,7.010,12 ]tetradeca-2,4,6-trien-8-ylmethyl carbamate), C([O-])(O)=O.[Na+] (sodium bicarbonate), ClC(=O)OCC1=CC=CC=C1 (benzyl chloroformate). Solvent: CO (methanol), O (water). The product is C(N)(OCC1C2=C(C=C(C=C2N2CC3N(C3C1(O2)O)C(=O)OCC2=CC=CC=C2)C(OC)OC)O)=O (11-benzyloxycarbonyl-6,9-dihydroxy-4-dimethoxymethyl-14-oxa-1,11-diazatetracyclo[7.4.1.02,7.010,12 ]tetradeca-2,4,6-trien-8-ylmethyl carbamate). As a reaction SMILES: [C:1](=[O:26])([O:3][CH2:4][CH:5]1[C:17]2([OH:19])[O:18][N:12]([CH2:13][CH:14]3[CH:16]2[NH:15]3)[C:11]2[C:6]1=[C:7]([OH:25])[CH:8]=[C:9]([CH:20]([O:23][CH3:24])[O:21][CH3:22])[CH:10]=2)[NH2:2].C(=O)(O)[O-].[Na+].Cl[C:33]([O:35][CH2:36][C:37]1[CH:42]=[CH:41][CH:40]=[CH:39][CH:38]=1)=[O:34].C(Cl)(Cl)Cl>O.CO>[C:1](=[O:26])([O:3][CH2:4][CH:5]1[C:17]2([OH:19])[O:18][N:12]([CH2:13][CH:14]3[CH:16]2[N:15]3[C:33]([O:35][CH2:36][C:37]2[CH:42]=[CH:41][CH:40]=[CH:39][CH:38]=2)=[O:34])[C:11]2[C:6]1=[C:7]([OH:25])[CH:8]=[C:9]([CH:20]([O:23][CH3:24])[O:21][CH3:22])[CH:10]=2)[NH2:2] |f:1.2|. Procedure: 6,9-Dihydroxy-4-dimethoxymethyl-14-oxa-1,11-diazatetracyclo[7.4.1.02,7.010,12 ]tetradeca-2,4,6-trien-8-ylmethyl carbamate (22 mg) and sodium bicarbonate (12 mg) were dissolved in water (0.5 ml). To the solution was added benzyl chloroformate (0.02 ml) with stirring in an ice-water bath. The mixture was stirred for 30 minutes in an ice-water bath and subjected to preparative thin layer chromatography. Development was carried out with a mixture of chloroform and methanol to afford 11-benzyloxycarb... Reactants: C(=O)([O-])[O-].[Na+].[Na+] (Na2CO3), O (water), CC1=C(NCC2=C(C=CC=C2)B2OC(C(O2)(C)C)(C)C)C=CC=C1 (2-methyl-N-[2-(4,4,5,5-tetramethyl-1,3,2-dioxaborolan-2-yl)benzyl]aniline), BrC1=CC=CC(=N1)CNC1=C(C=CC=C1C(C)C)C(C)C (N-[(6-Bromopyridin-2-yl)methyl]-2,6-diisopropylaniline). The reagents and catalysts are C=1C=CC(=CC1)[P](C=2C=CC=CC2)(C=3C=CC=CC3)[Pd]([P](C=4C=CC=CC4)(C=5C=CC=CC5)C=6C=CC=CC6)([P](C=7C=CC=CC7)(C=8C=CC=CC8)C=9C=CC=CC9)[P](C=1C=CC=CC1)(C=1C=CC=CC1)C=1C=CC=CC1 (Pd(PPh3)4). Run in CO (methanol), C1(=CC=CC=C1)C (toluene). Run at temperature 70 celsius, time 12 hour. Product: C(C)(C)C1=C(NCC2=NC(=CC=C2)C2=C(C=CC=C2)CNC2=C(C=CC=C2)C)C(=CC=C1)C(C)C (2,6-Diisopropyl-N-{[6-(2-{[(2-methylphenyl)amino]methyl}phenyl)pyridin-2-yl]methyl}aniline). Reaction SMILES: C([O-])([O-])=O.[Na+].[Na+].O.[CH3:8][C:9]1[CH:31]=[CH:30][CH:29]=[CH:28][C:10]=1[NH:11][CH2:12][C:13]1[CH:18]=[CH:17][CH:16]=[CH:15][C:14]=1B1OC(C)(C)C(C)(C)O1.Br[C:33]1[N:38]=[C:37]([CH2:39][NH:40][C:41]2[C:46]([CH:47]([CH3:49])[CH3:48])=[CH:45][CH:44]=[CH:43][C:42]=2[CH:50]([CH3:52])[CH3:51])[CH:36]=[CH:35][CH:34]=1>C1(C)C=CC=CC=1.C1C=CC([P]([Pd]([P](C2C=CC=CC=2)(C2C=CC=CC=2)C2C=CC=CC=2)([P](C2C=CC=CC=2)(C2C=CC=CC=2)C2C=CC=CC=2)[P](C2C=CC=CC=2)(C2C=CC=CC=2)C2C=CC=CC=2)(C2C=CC=CC=2)C2C=CC=CC=2)=CC=1.CO>[CH:50]([C:42]1[CH:43]=[CH:44][CH:45]=[C:46]([CH:47]([CH3:49])[CH3:48])[C:41]=1[NH:40][CH2:39][C:37]1[CH:36]=[CH:35][CH:34]=[C:33]([C:14]2[CH:15]=[CH:16][CH:17]=[CH:18][C:13]=2[CH2:12][NH:11][C:10]2[CH:28]=[CH:29][CH:30]=[CH:31][C:9]=2[CH3:8])[N:38]=1)([CH3:52])[CH3:51] |f:0.1.2,^1:63,65,84,103|. Procedure details: A mixture of 4.00 g (14 mmol) of Na2CO3×10H2O, 60 ml of water and 20 ml of methanol was purged with argon for 30 min. The obtained solution was added to a mixture of 1.82 g (5.6 mmol) of 2-methyl-N-[2-(4,4,5,5-tetramethyl-1,3,2-dioxaborolan-2-yl)benzyl]aniline, 1.95 g (6.7 mmol) of N-[(6-Bromopyridin-2-yl)methyl]-2,6-diisopropylaniline, and 0.32 g (0.28 mmol) of Pd(PPh3)4 in 75 ml of toluene. This mixture was stirred for 12 h at 70° C., then cooled to room temperature. The organic layer was sepa...